Dataset: the Open Reaction Database (ORD), a public repository of structured organic reaction records. Task: describe an organic reaction: reactants, conditions, products, and yield The reactants are BrC=1C=C(SC1)C=O (4-bromothiophen-2-aldehyde), N1C=NC=C1 (imidazol). The reagents and catalysts are [Cu] (copper). The solvent is O (water). Reaction conditions: temperature 60 celsius. The product is N1(C=NC=C1)C=1C=C(SC1)C=O (4-(1H-Imidazol-1-yl)-thiophen-2-aldehyde). As a reaction SMILES: Br[C:2]1[CH:3]=[C:4]([CH:7]=[O:8])[S:5][CH:6]=1.[NH:9]1[CH:13]=[CH:12][N:11]=[CH:10]1>[Cu].O>[N:9]1([C:2]2[CH:3]=[C:4]([CH:7]=[O:8])[S:5][CH:6]=2)[CH:13]=[CH:12][N:11]=[CH:10]1. Reported procedure: In a three-necked-20-l-reaction bulb aquipped with a thermometer, a reflux cooler and a KPG-stirrer, 1.911 kg (10 mole) of 4-bromothiophen-2-aldehyde, 4.084 kg (60 mole) of imidazol of 99% purity and 0.065 kg (about 1 mole) of powderous copper metal are added to 10 l of water. The reaction mixture is stirred and boiled to reflux for 5 hours. After cooling the reaction mixture to 60° C., the reaction mixture is extracted several times with a total of 26 l of chloroform. The combined chloroform so... Reactants: O1CCN(CC1)S(=O)(=O)C=1C=CC=2C3=C(NC2C1)C(=CC(=N3)C3=CC=CC=C3)C(=O)OC (methyl 7-(morpholinosulfonyl)-2-phenyl-5H-pyrido[3,2-b]indole-4-carboxylate), N (NH3). Solvent: CO (MeOH). Reaction conditions: temperature 80 celsius. Product: O1CCN(CC1)S(=O)(=O)C=1C=CC=2C3=C(NC2C1)C(=CC(=N3)C3=CC=CC=C3)C(=O)N (7-(morpholinosulfonyl)-2-phenyl-5H-pyrido[3,2-b]indole-4-carboxamide). Isolated yield 62.0%. As a reaction SMILES: [O:1]1[CH2:6][CH2:5][N:4]([S:7]([C:10]2[CH:11]=[CH:12][C:13]3[C:14]4[N:22]=[C:21]([C:23]5[CH:28]=[CH:27][CH:26]=[CH:25][CH:24]=5)[CH:20]=[C:19]([C:29]([O:31]C)=O)[C:15]=4[NH:16][C:17]=3[CH:18]=2)(=[O:9])=[O:8])[CH2:3][CH2:2]1.[NH3:33]>CO>[O:1]1[CH2:6][CH2:5][N:4]([S:7]([C:10]2[CH:11]=[CH:12][C:13]3[C:14]4[N:22]=[C:21]([C:23]5[CH:28]=[CH:27][CH:26]=[CH:25][CH:24]=5)[CH:20]=[C:19]([C:29]([NH2:33])=[O:31])[C:15]=4[NH:16][C:17]=3[CH:18]=2)(=[O:8])=[O:9])[CH2:3][CH2:2]1. Procedure details: A suspension of methyl 7-(morpholinosulfonyl)-2-phenyl-5H-pyrido[3,2-b]indole-4-carboxylate (106 mg, 0.235 mmol) in 7 N NH3 in MeOH (5 mL) in a sealed microwave vial was heated at 80° C. overnight. After cooling to RT, the precipitate was collected, washed with MeOH, and dried to leave 7-(morpholinosulfonyl)-2-phenyl-5H-pyrido[3,2-b]indole-4-carboxamide (67 mg, 0.15 mmol, 62% yield) as yellow fluffy solid. MS (ESI) m/z 435.1 (M−H). 1H NMR (400 MHz, DMSO-d6) δ ppm 12.03 (1H, s), 8.70 (1H, s), 8.5... Starting materials: COS(=O)(=O)OC (dimethylsulfate), ClC1=C(C(=CC(=C1)OC=1C=C2CC(NC2=CC1)=O)F)C(F)(F)F (5-[(2-chloro-α,α,α,6-tetrafluro-p-tolyl)oxy]-2-indolinone), [H-].[Na+] (sodium hydride), [H-].[Na+] (NaH). Run in C(C)(=O)OCC (ethyl acetate), O (water), C1(=CC=CC=C1)C (toluene), C1(=CC=CC=C1)C (toluene), CCCCCC (hexane), C(C)(=O)OCC (ethyl acetate). Conditions: time 30 minute. The product is ClC1=C(C(=CC(=C1)OC=1C=C2CC(N(C2=CC1)C)=O)F)C(F)(F)F (5-[(2-Chloro-α,α,α,6-tetrafluoro-p-tolyl)-oxy]-1-methyl-2-indolinone). As a reaction SMILES: [Cl:1][C:2]1[CH:7]=[C:6]([O:8][C:9]2[CH:10]=[C:11]3[C:15](=[CH:16][CH:17]=2)[NH:14][C:13](=[O:18])[CH2:12]3)[CH:5]=[C:4]([F:19])[C:3]=1[C:20]([F:23])([F:22])[F:21].[H-].[Na+].[CH3:26]OS(OC)(=O)=O>C1(C)C=CC=CC=1.C(OCC)(=O)C.O.CCCCCC>[Cl:1][C:2]1[CH:7]=[C:6]([O:8][C:9]2[CH:10]=[C:11]3[C:15](=[CH:16][CH:17]=2)[N:14]([CH3:26])[C:13](=[O:18])[CH2:12]3)[CH:5]=[C:4]([F:19])[C:3]=1[C:20]([F:23])([F:22])[F:21] |f:1.2|. Procedure details: A solution of 5-[(2-chloro-α,α,α,6-tetrafluro-p-tolyl)oxy]-2-indolinone (16.8 g, 0.0485 mol) in toluene is treated in a single portion with a 60% sodium hydride dispersion in mineral oil (2.13 g, 0.0534 mol NaH) at 60° C., stirred for 30 minutes, treated dropwise with a solution of dimethylsulfate (5.1 mL, 0.0534 mol) in toluene over a 20 minute period at 60° C., stirred for 2 hours, cooled to room temperature and diluted with a mixture of ethyl acetate and water. The phases are separated, the o...